This data is from the Open Reaction Database (ORD), a public repository of structured organic reaction records. The task is: describe an organic reaction: reactants, conditions, products, and yield The reactants are C(C1=CC=CC=C1)ONC(C(CS(=O)(=O)C1=CC=C(C=C1)C1=CC=CC=C1)(CS(=O)(=O)C1=CC=C(C=C1)OC)O)=O (N-benzyloxy-2-hydroxy-2-[(4-methoxybenzenesulfonyl)methyl]-3-(4-phenylbenzenesulfonyl)-propionamide), [H][H] (hydrogen). Reagents/catalysts: [Pd] (palladium on carbon). Solvent: C(C)O (ethanol). Conditions: time 8 hour. Product: ONC(C(CS(=O)(=O)C1=CC=C(C=C1)C1=CC=CC=C1)(CS(=O)(=O)C1=CC=C(C=C1)OC)O)=O (N-Hydroxy-2-hydroxy-2-[(4-methoxybenzenesulfonyl) methyl]-3-(4-phenylbenzenesulfonyl)-propionamide). RXN SMILES: C([O:8][NH:9][C:10](=[O:41])[C:11]([OH:40])([CH2:28][S:29]([C:32]1[CH:37]=[CH:36][C:35]([O:38][CH3:39])=[CH:34][CH:33]=1)(=[O:31])=[O:30])[CH2:12][S:13]([C:16]1[CH:21]=[CH:20][C:19]([C:22]2[CH:27]=[CH:26][CH:25]=[CH:24][CH:23]=2)=[CH:18][CH:17]=1)(=[O:15])=[O:14])C1C=CC=CC=1.[H][H]>[Pd].C(O)C>[OH:8][NH:9][C:10](=[O:41])[C:11]([OH:40])([CH2:28][S:29]([C:32]1[CH:33]=[CH:34][C:35]([O:38][CH3:39])=[CH:36][CH:37]=1)(=[O:31])=[O:30])[CH2:12][S:13]([C:16]1[CH:21]=[CH:20][C:19]([C:22]2[CH:23]=[CH:24][CH:25]=[CH:26][CH:27]=2)=[CH:18][CH:17]=1)(=[O:15])=[O:14]. Procedure details: A mixture of N-benzyloxy-2-hydroxy-2-[(4-methoxybenzenesulfonyl)methyl]-3-(4-phenylbenzenesulfonyl)-propionamide (0.152 g), 10% palladium on carbon, and 50 mL of absolute ethanol is placed under 20 psi of hydrogen, and agitated overnight at ambient temperature. The mixture is filtered through a Celite pad, rinsing with ethanol and with ethyl acetate. Concentration of the filtrate affords the title compound. Starting materials: CO, CCOC(=O)CC1Cc2ccc(OCCc3cccc(N)n3)cc2Cc2ccccc21, [Na+], [OH-]. The product is Nc1cccc(CCOc2ccc3c(c2)Cc2ccccc2C(CC(=O)O)C3)n1. RXN SMILES: [CH3:34][OH:35].[NH2:1][c:2]1[cH:3][cH:4][cH:5][c:6]([CH2:8][CH2:9][O:10][c:11]2[cH:12][cH:13][c:14]3[c:15]([cH:31]2)[CH2:16][c:17]2[c:18]([cH:27][cH:28][cH:29][cH:30]2)[CH:19]([CH2:21][C:22](=[O:23])[O:24][CH2:25][CH3:26])[CH2:20]3)[n:7]1.[Na+:33].[OH-:32]>>[NH2:1][c:2]1[cH:3][cH:4][cH:5][c:6]([CH2:8][CH2:9][O:10][c:11]2[cH:12][cH:13][c:14]3[c:15]([cH:31]2)[CH2:16][c:17]2[c:18]([cH:27][cH:28][cH:29][cH:30]2)[CH:19]([CH2:21][C:22](=[O:23])[OH:24])[CH2:20]3)[n:7]1. Reactants: BrC=1C(=NC(=CC1)OC)N (3-bromo-6-methoxy-pyridin-2-yl-amine), C1(=CC=CC=C1)B(O)O (phenylboronic acid), C(=O)([O-])[O-].[Na+].[Na+] (Na2CO3). Reagents/catalysts: C1=CC=C(C=C1)[PH+](C2=CC=CC=C2)[C]3[CH][CH][CH][CH]3.C1=CC=C(C=C1)[PH+](C2=CC=CC=C2)[C]3[CH][CH][CH][CH]3.C(Cl)Cl.Cl[Pd]Cl.[Fe] (dichloro[1,1′-bis(diphenylphosphino)-ferrocene]palladium (II) dichloromethane adduct). Run in O1CCOCC1 (dioxane). Run at temperature 110 celsius. Product: COC1=CC=C(C(=N1)N)C1=CC=CC=C1 (6-Methoxy-3-phenyl-pyridin-2-yl-amine). Isolated yield 70.7%. Reaction SMILES: Br[C:2]1[C:3]([NH2:10])=[N:4][C:5]([O:8][CH3:9])=[CH:6][CH:7]=1.[C:11]1(B(O)O)[CH:16]=[CH:15][CH:14]=[CH:13][CH:12]=1.C([O-])([O-])=O.[Na+].[Na+]>O1CCOCC1.C1C=CC([PH+]([C]2[CH][CH][CH][CH]2)C2C=CC=CC=2)=CC=1.C1C=CC([PH+]([C]2[CH][CH][CH][CH]2)C2C=CC=CC=2)=CC=1.C(Cl)Cl.Cl[Pd]Cl.[Fe]>[CH3:9][O:8][C:5]1[N:4]=[C:3]([NH2:10])[C:2]([C:11]2[CH:16]=[CH:15][CH:14]=[CH:13][CH:12]=2)=[CH:7][CH:6]=1 |f:2.3.4,6.7.8.9.10,^1:36,37,38,39,40,54,55,56,57,58|. Procedure: A mixture of 330 mg (1.625 mmol) 3-bromo-6-methoxy-pyridin-2-yl-amine, 396 mg (3.25 mmol) phenylboronic acid, 1 ml 2N Na2CO3 and 59 mg (0.08 mmol) dichloro[1,1′-bis(diphenylphosphino)-ferrocene]palladium (II) dichloromethane adduct in 10 ml dioxane was heated to 110° C. for 2 h. The mixture was concentrated, diluted Na2CO3 aq. was added and extracted 2× with 100 ml diethyl ether. The combined organic phases were dried with MgSO4 and evaporated. The residue was purified by flash column chromatogr... Reactants: CC1\C(\CCCC1)=N\[C@H](C)C1=CC=CC=C1 ((1R,E)-N-(2-methylcyclohexylidene)-1-phenylethanamine). The reagents and catalysts are [Ni] (Ni). The solvent is C(C)O (ethanol). Yields the product CC1C(CCCC1)N[C@H](C)C1=CC=CC=C1 (2-methyl-N—((R)-1-phenylethyl)-cyclohexanamine). Yield: 79.1%. RXN SMILES: [CH3:1][CH:2]1[CH2:7][CH2:6][CH2:5][CH2:4]/[C:3]/1=[N:8]\[C@@H:9]([C:11]1[CH:16]=[CH:15][CH:14]=[CH:13][CH:12]=1)[CH3:10]>C(O)C.[Ni]>[CH3:1][CH:2]1[CH2:7][CH2:6][CH2:5][CH2:4][CH:3]1[NH:8][C@@H:9]([C:11]1[CH:12]=[CH:13][CH:14]=[CH:15][CH:16]=1)[CH3:10]. Reported procedure: A suspension of (1R,E)-N-(2-methylcyclohexylidene)-1-phenylethanamine (I-8a: 25 g, 116.27 mmol) and Raney-Ni (3.75 g) in ethanol (250 mL) was maintained under hydrogen atmosphere in a Parr hydrogenator using 5 bar pressure for 2 days. The reaction mixture was filtered and filtrate evaporated under reduced pressure. The crude compound was treated with ethereal HCl, and the precipitated salt was filtered, washed with cold ether and dried to afford 20 g (80%) of 2-methyl-N—((R)-1-phenylethyl)-cyclo... Starting materials: CC[O-], CCO, O=C(O)Cc1ccc(Cl)nc1, [H-], [Na+], [Na+]. Yields the product CCOc1ccc(CC(=O)O)cn1. Reaction SMILES: [CH3:12][CH2:13][O-:14].[CH3:18][CH2:19][OH:20].[Cl:1][c:2]1[cH:3][cH:4][c:5]([CH2:8][C:9](=[O:10])[OH:11])[cH:6][n:7]1.[H-:17].[Na+:15].[Na+:16]>>[c:2]1([O:14][CH2:13][CH3:12])[cH:3][cH:4][c:5]([CH2:8][C:9](=[O:10])[OH:11])[cH:6][n:7]1.